Dataset: the Open Reaction Database (ORD), a public repository of structured organic reaction records. Task: describe an organic reaction: reactants, conditions, products, and yield Yields the product Nc1c(Cl)cc(Br)cc1C(=O)O. As a reaction SMILES: [Br:12].[BrH:13].[CH:14]([Cl:15])([Cl:16])[Cl:17].[NH2:1][c:2]1[c:3]([C:4](=[O:5])[OH:6])[cH:7][cH:8][cH:9][c:10]1[Cl:11]>>[NH2:1][c:2]1[c:3]([C:4](=[O:5])[OH:6])[cH:7][c:8]([Br:13])[cH:9][c:10]1[Cl:11]. Reactants: Br, Br, ClC(Cl)Cl, Nc1c(Cl)cccc1C(=O)O. Starting materials: COc1cc(NC(=O)CCCCCBr)c2nccc(C)c2c1, C1CNCCN1, O. Yields the product COc1cc(NC(=O)CCCCCN2CCNCC2)c2nccc(C)c2c1. RXN SMILES: [Br:1][CH2:2][CH2:3][CH2:4][CH2:5][CH2:6][C:7](=[O:8])[NH:9][c:10]1[cH:11][c:12]([O:21][CH3:22])[cH:13][c:14]2[c:15]([CH3:20])[cH:16][cH:17][n:18][c:19]12.[CH2:23]1[CH2:24][NH:25][CH2:26][CH2:27][NH:28]1.[OH2:29]>>[CH2:2]([CH2:3][CH2:4][CH2:5][CH2:6][C:7](=[O:8])[NH:9][c:10]1[cH:11][c:12]([O:21][CH3:22])[cH:13][c:14]2[c:15]([CH3:20])[cH:16][cH:17][n:18][c:19]12)[N:25]1[CH2:24][CH2:23][NH:28][CH2:27][CH2:26]1. Reactants: Cl (HCl), C[C@]([C@H]1C[C@@]23CC[C@]1([C@H]4[C@@]25CCN([C@@H]3CC6=C5C(=C(C=C6)O)O4)CC7CC7)OC)(C(C)(C)C)O.Cl (buprenorphine HCl), Na2HCO3. Solvent: O (water). Run at temperature 60 celsius. The product is C[C@]([C@H]1C[C@@]23CC[C@]1([C@H]4[C@@]25CCN([C@@H]3CC6=C5C(=C(C=C6)O)O4)CC7CC7)OC)(C(C)(C)C)O (Buprenorphine). RXN SMILES: Cl.[CH3:2][C@@:3]([OH:35])([C:31]([CH3:34])([CH3:33])[CH3:32])[C@@H:4]1[C@:9]2([O:29][CH3:30])[C@@H:10]3[O:24][C:19]4=[C:20]([OH:23])[CH:21]=[CH:22][C:17]5=[C:18]4[C@:11]43[CH2:12][CH2:13][N:14]([CH2:25][CH:26]3[CH2:28][CH2:27]3)[C@H:15]([CH2:16]5)[C@@:6]4([CH2:7][CH2:8]2)[CH2:5]1.Cl>O>[CH3:2][C@@:3]([OH:35])([C:31]([CH3:34])([CH3:33])[CH3:32])[C@@H:4]1[C@:9]2([O:29][CH3:30])[C@@H:10]3[O:24][C:19]4=[C:20]([OH:23])[CH:21]=[CH:22][C:17]5=[C:18]4[C@:11]43[CH2:12][CH2:13][N:14]([CH2:25][CH:26]3[CH2:27][CH2:28]3)[C@H:15]([CH2:16]5)[C@@:6]4([CH2:7][CH2:8]2)[CH2:5]1 |f:1.2|. Reported procedure: Buprenorphine base was prepared from its HCl salt. A known amount of commercial buprenorphine HCl was dissolved in water, followed by the addition of saturated solution of Na2HCO3, to precipitate buprenorphine base. The precipitate was then filtered and washed several times with cold deionized water to remove excess Na2HCO3. The white residue was then dried overnight in air. The dried residue was added to a water:ethanol (80:20) mixture, and heated to 60° C., to dissolve the free base, followed ... Starting materials: ClC=1C=C(C=CC1F)C=1C(=NC=C(C(=O)O)C1)OCC(F)(F)F (5-(3-chloro-4-fluorophenyl)-6-(2,2,2-trifluoroethoxy)nicotinic acid), FC(C1=NOC(=N1)CN)(F)F (3-trifluoromethyl-[1,2,4]oxadiazol-5-methanamine). Product: ClC=1C=C(C=CC1F)C=1C(=NC=C(C(=O)NCC2=NC(=NO2)C(F)(F)F)C1)OCC(F)(F)F (5-(3-chloro-4-fluorophenyl)-6-(2,2,2-trifluoroethoxy)-N-((3-(trifluoromethyl)-1,2,4-oxadiazol-5-yl)methyl)nicotinamide). RXN SMILES: [Cl:1][C:2]1[CH:3]=[C:4]([C:9]2[C:10]([O:18][CH2:19][C:20]([F:23])([F:22])[F:21])=[N:11][CH:12]=[C:13]([CH:17]=2)[C:14](O)=[O:15])[CH:5]=[CH:6][C:7]=1[F:8].[F:24][C:25]([F:34])([F:33])[C:26]1[N:30]=[C:29]([CH2:31][NH2:32])[O:28][N:27]=1>>[Cl:1][C:2]1[CH:3]=[C:4]([C:9]2[C:10]([O:18][CH2:19][C:20]([F:22])([F:21])[F:23])=[N:11][CH:12]=[C:13]([CH:17]=2)[C:14]([NH:32][CH2:31][C:29]2[O:28][N:27]=[C:26]([C:25]([F:34])([F:33])[F:24])[N:30]=2)=[O:15])[CH:5]=[CH:6][C:7]=1[F:8]. Procedure details: The title compound was synthesized in analogy to Example 1 using 5-(3-chloro-4-fluorophenyl)-6-(2,2,2-trifluoroethoxy)nicotinic acid (example BQ) and 3-trifluoromethyl-[1,2,4]oxadiazol-5-methanamine (example AK) as starting materials; LC-MS (UV peak area/ESI) 97.1%, 497.0259 (M−H)−. Starting materials: C, CCO, CC(C)=Cc1cccc(CN)c1, [Pd]. Yields the product CC(C)Cc1cccc(CN)c1. RXN SMILES: [C:16].[CH3:13][CH2:14][OH:15].[CH3:1][C:2](=[CH:3][c:4]1[cH:5][c:6]([CH2:7][NH2:8])[cH:9][cH:10][cH:11]1)[CH3:12].[Pd:17]>>[CH3:1][CH:2]([CH2:3][c:4]1[cH:5][c:6]([CH2:7][NH2:8])[cH:9][cH:10][cH:11]1)[CH3:12]. Reactants: CN1CCNCC1 (N-methylpiperazine), C(C)OC(=O)C=1C(=NC(=C(C1Cl)[N+](=O)[O-])N1CCN(CC1)C1=CC=CC=C1)C (4-chloro-2-methyl-6-(4-phenyl-1-piperazinyl)-5-nitropyridine-3-carboxylic acid ethyl ester). The product is C(C)OC(=O)C1=C(N=C(C2=NC=CN=C21)N2CCN(CC2)C2=CC=CC=C2)C (7-methyl-5-(4-phenyl-1piperazinyl)pyrido[3,4-b]pyrazine-8-carboxylic acid ethyl ester). RXN SMILES: C[N:2]1CCN[CH2:4][CH2:3]1.[CH2:8]([O:10][C:11]([C:13]1[C:14]([CH3:35])=[N:15][C:16]([N:23]2[CH2:28][CH2:27][N:26]([C:29]3[CH:34]=[CH:33][CH:32]=[CH:31][CH:30]=3)[CH2:25][CH2:24]2)=[C:17]([N+:20]([O-])=O)[C:18]=1Cl)=[O:12])[CH3:9]>>[CH2:8]([O:10][C:11]([C:13]1[C:18]2[C:17](=[N:20][CH:4]=[CH:3][N:2]=2)[C:16]([N:23]2[CH2:28][CH2:27][N:26]([C:29]3[CH:34]=[CH:33][CH:32]=[CH:31][CH:30]=3)[CH2:25][CH2:24]2)=[N:15][C:14]=1[CH3:35])=[O:12])[CH3:9]. Procedure: By substituting N-phenylpiperazine for N-methylpiperazine in Example 1 b and the resulting 4-chloro-2-methyl-6-(4-phenyl-1-piperazinyl)-5-nitropyridine-3-carboxylic acid ethyl ester is processed as described in Example 1 c-e, 7-methyl-5-(4-phenyl-1piperazinyl)pyrido[3,4-b]pyrazine-8-carboxylic acid ethyl ester is formed, m.p. 85°-87° (ligroin). Starting materials: C(=O)(OCC)C=1C=C(C=O)C=CC1 (3-carbethoxybenzaldehyde), C(C)OC(CC(N)=N)=O (amidinoacetic acid ethyl ester). Run in C(C)O (ethanol), C(C)O (ethanol). The product is C(C)OC(=O)C1=C(NC(=C(C1C1=CC(=CC=C1)C(=O)OCC)C(=O)OCC)N)N (2,6-diamino-4-(3-carbethoxyphenyl)-1,4-dihydropyridine-3,5-dicarboxylic acid diethyl ester). The yield is 32.0%. Reaction SMILES: [C:1]([C:6]1[CH:7]=[C:8]([CH:11]=[CH:12][CH:13]=1)[CH:9]=O)([O:3][CH2:4][CH3:5])=[O:2].[CH2:14]([O:16][C:17](=[O:22])[CH2:18][C:19](=[NH:21])[NH2:20])[CH3:15]>C(O)C>[CH2:14]([O:16][C:17]([C:18]1[CH:9]([C:8]2[CH:11]=[CH:12][CH:13]=[C:6]([C:1]([O:3][CH2:4][CH3:5])=[O:2])[CH:7]=2)[C:18]([C:17]([O:16][CH2:14][CH3:15])=[O:22])=[C:19]([NH2:20])[NH:21][C:19]=1[NH2:20])=[O:22])[CH3:15]. Reported procedure: Upon boiling a solution of 8.9 g 3-carbethoxybenzaldehyde and 13.0 g amidinoacetic acid ethyl ester in 100 ml ethanol for two hours, 2,6-diamino-4-(3-carbethoxyphenyl)-1,4-dihydropyridine-3,5-dicarboxylic acid diethyl ester of m.p. 191° C (ethanol) is obtained. The reactants are C1(=CC=CC=C1)C1=C(C(=O)Cl)C=CC=C1 (2-phenylbenzoyl chloride), C=1(C(=CC=CC1)C(=O)O)C1=CC=CC=C1 (2-biphenylcarboxylic acid), OCCC=1SC2=C(N(C(C1)=O)CC1=CC=C(C=C1)N)C=CC=C2 (2-(2-hydroxyethyl)-5-(4-aminobenzyl)-1,5-benzothiazepine-4-one), Example 21, C/C(=N\[Si](C)(C)C)/O[Si](C)(C)C (N,O-bis(trimethylsilyl)acetamide). The solvent is O (Water), C1CCOC1 (THF). Reaction conditions: time 1 hour. The product is OCCC=1SC2=C(N(C(C1)=O)CC1=CC=C(C=C1)NC(C1=C(C=CC=C1)C1=CC=CC=C1)=O)C=CC=C2 (2-(2-Hydroxyethyl)-5-(4-(2-phenylbenzoylamino)benzyl)-1,5-benzothiazepine-4-one). Yield: 83.0%. Reaction SMILES: [OH:1][CH2:2][CH2:3][C:4]1[S:5][C:6]2[CH:23]=[CH:22][CH:21]=[CH:20][C:7]=2[N:8]([CH2:12][C:13]2[CH:18]=[CH:17][C:16]([NH2:19])=[CH:15][CH:14]=2)[C:9](=[O:11])[CH:10]=1.C/C(/O[Si](C)(C)C)=N\[Si](C)(C)C.[C:36]1([C:42]2[CH:50]=[CH:49][CH:48]=[CH:47][C:43]=2[C:44](Cl)=[O:45])[CH:41]=[CH:40][CH:39]=[CH:38][CH:37]=1.C1(C2C=CC=CC=2)C(C(O)=O)=CC=CC=1>C1COCC1.O>[OH:1][CH2:2][CH2:3][C:4]1[S:5][C:6]2[CH:23]=[CH:22][CH:21]=[CH:20][C:7]=2[N:8]([CH2:12][C:13]2[CH:14]=[CH:15][C:16]([NH:19][C:44](=[O:45])[C:43]3[CH:47]=[CH:48][CH:49]=[CH:50][C:42]=3[C:36]3[CH:37]=[CH:38][CH:39]=[CH:40][CH:41]=3)=[CH:17][CH:18]=2)[C:9](=[O:11])[CH:10]=1. Procedure: To a cold (ice-bath) solution of 2-(2-hydroxyethyl)-5-(4-aminobenzyl)-1,5-benzothiazepine-4-one as prepared in Example 21 (0.865 g, 2.6 mM) in dry THF was added N,O-bis(trimethylsilyl)acetamide (1.16 ml, 5.2 mM). After 1 hour, 2-phenylbenzoyl chloride (0.570 g, 2.6 mM), prepared from 2-biphenylcarboxylic acid as described in Example 3, was added and stirring was continued for an addition hour. Water (80 ml) was added and the mixture was extracted with ethyl acetate (2×80 ml). The organic extract... Starting materials: CCO, CCOC(=O)CCN(C)C(=O)c1ccc(NC(c2oc3ccc(NS(=O)(=O)c4ccccc4)cc3c2C)C2CCCCC2)cc1, [Na+], C1CCOC1, [OH-]. Yields the product Cc1c(C(Nc2ccc(C(=O)N(C)CCC(=O)O)cc2)C2CCCCC2)oc2ccc(NS(=O)(=O)c3ccccc3)cc12. Reaction SMILES: [CH3:53][CH2:54][OH:55].[CH:1]1([CH:7]([c:8]2[o:9][c:10]3[c:11]([c:12]2[CH3:13])[cH:14][c:15]([NH:18][S:19](=[O:20])(=[O:21])[c:22]2[cH:23][cH:24][cH:25][cH:26][cH:27]2)[cH:16][cH:17]3)[NH:28][c:29]2[cH:30][cH:31][c:32]([C:35](=[O:36])[N:37]([CH2:38][CH2:39][C:40](=[O:41])[O:42][CH2:43][CH3:44])[CH3:45])[cH:33][cH:34]2)[CH2:2][CH2:3][CH2:4][CH2:5][CH2:6]1.[Na+:52].[O:46]1[CH2:47][CH2:48][CH2:49][CH2:50]1.[OH-:51]>>[CH:1]1([CH:7]([c:8]2[o:9][c:10]3[c:11]([c:12]2[CH3:13])[cH:14][c:15]([NH:18][S:19](=[O:20])(=[O:21])[c:22]2[cH:23][cH:24][cH:25][cH:26][cH:27]2)[cH:16][cH:17]3)[NH:28][c:29]2[cH:30][cH:31][c:32]([C:35](=[O:36])[N:37]([CH2:38][CH2:39][C:40](=[O:41])[OH:42])[CH3:45])[cH:33][cH:34]2)[CH2:2][CH2:3][CH2:4][CH2:5][CH2:6]1. The reactants are O=C([O-])[O-], CS(C)=O, CCOC(C)=O, Oc1ccc(F)cc1, [K+], [K+], N#Cc1ccc([N+](=O)[O-])s1, O. The product is N#Cc1ccc(Oc2ccc(F)cc2)s1. As a reaction SMILES: [C:19](=[O:20])([O-:21])[O-:22].[CH3:26][S:27]([CH3:28])=[O:29].[CH3:30][CH2:31][O:32][C:33](=[O:34])[CH3:35].[F:11][c:12]1[cH:13][cH:14][c:15]([OH:18])[cH:16][cH:17]1.[K+:23].[K+:24].[N+:1]([O-:2])(=[O:3])[c:4]1[cH:5][cH:6][c:7]([C:9]#[N:10])[s:8]1.[OH2:25]>>[c:4]1([O:18][c:15]2[cH:14][cH:13][c:12]([F:11])[cH:17][cH:16]2)[cH:5][cH:6][c:7]([C:9]#[N:10])[s:8]1.